This data is from the Open Reaction Database (ORD), a public repository of structured organic reaction records. The task is: describe an organic reaction: reactants, conditions, products, and yield The reactants are OCCCBr, O=C([O-])[O-], CC(=O)N1CCNCC1, CC#N, [K+], [K+]. Product: CC(=O)N1CCN(CCCO)CC1. As a reaction SMILES: [Br:10][CH2:11][CH2:12][CH2:13][OH:14].[C:15](=[O:16])([O-:17])[O-:18].[C:1]([CH3:2])(=[O:3])[N:4]1[CH2:5][CH2:6][NH:7][CH2:8][CH2:9]1.[CH3:21][C:22]#[N:23].[K+:19].[K+:20]>>[C:1]([CH3:2])(=[O:3])[N:4]1[CH2:5][CH2:6][N:7]([CH2:11][CH2:12][CH2:13][OH:14])[CH2:8][CH2:9]1. Reactants: CC1CN(c2nnc(Cl)c3ccncc23)CCN1C(=O)N1CCCCC1, [Na+], [Na+], O=C([O-])[O-], OCc1ccc(B(O)O)cc1, c1ccc(P(c2ccccc2)(c2ccccc2)[Pd](P(c2ccccc2)(c2ccccc2)c2ccccc2)(P(c2ccccc2)(c2ccccc2)c2ccccc2)P(c2ccccc2)(c2ccccc2)c2ccccc2)cc1. The product is CC1CN(c2nnc(-c3ccc(CO)cc3)c3ccncc23)CCN1C(=O)N1CCCCC1. As a reaction SMILES: [Cl:1][c:2]1[c:3]2[c:4]([c:5]([N:8]3[CH2:9][CH:10]([CH3:22])[N:11]([C:14](=[O:15])[N:16]4[CH2:17][CH2:18][CH2:19][CH2:20][CH2:21]4)[CH2:12][CH2:13]3)[n:6][n:7]1)[cH:23][n:24][cH:25][cH:26]2.[Na+:38].[Na+:39].[O-:40][C:41](=[O:42])[O-:43].[OH:27][CH2:28][c:29]1[cH:30][cH:31][c:32]([B:35]([OH:36])[OH:37])[cH:33][cH:34]1.[cH:44]1[cH:45][cH:46][c:47]([P:48]([Pd:49]([P:50]([c:51]2[cH:52][cH:53][cH:54][cH:55][cH:56]2)([c:57]2[cH:58][cH:59][cH:60][cH:61][cH:62]2)[c:63]2[cH:64][cH:65][cH:66][cH:67][cH:68]2)([P:69]([c:70]2[cH:71][cH:72][cH:73][cH:74][cH:75]2)([c:76]2[cH:77][cH:78][cH:79][cH:80][cH:81]2)[c:82]2[cH:83][cH:84][cH:85][cH:86][cH:87]2)[P:88]([c:89]2[cH:90][cH:91][cH:92][cH:93][cH:94]2)([c:95]2[cH:96][cH:97][cH:98][cH:99][cH:100]2)[c:101]2[cH:102][cH:103][cH:104][cH:105][cH:106]2)([c:107]2[cH:108][cH:109][cH:110][cH:111][cH:112]2)[c:113]2[cH:114][cH:115][cH:116][cH:117][cH:118]2)[cH:119][cH:120]1>>[c:2]1(-[c:32]2[cH:31][cH:30][c:29]([CH2:28][OH:27])[cH:34][cH:33]2)[c:3]2[c:4]([c:5]([N:8]3[CH2:9][CH:10]([CH3:22])[N:11]([C:14](=[O:15])[N:16]4[CH2:17][CH2:18][CH2:19][CH2:20][CH2:21]4)[CH2:12][CH2:13]3)[n:6][n:7]1)[cH:23][n:24][cH:25][cH:26]2. Reactants: ClC1=NC=CN=C1OCCOC1=CC=C(C=C1)Cl (2-chloro-3-[2-(4-chlorophenoxy)ethoxy]pyrazine), N1CCNCCC1 (homopiperazine). Yields the product N1(CCNCCC1)C=1C(=NC=CN1)OCCOC1=CC=C(C=C1)Cl (2-(4-Chlorophenoxy)ethyl 3-(1,4-diazepan-1-yl)-2-pyrazinyl ether). Reaction SMILES: Cl[C:2]1[C:7]([O:8][CH2:9][CH2:10][O:11][C:12]2[CH:17]=[CH:16][C:15]([Cl:18])=[CH:14][CH:13]=2)=[N:6][CH:5]=[CH:4][N:3]=1.[NH:19]1[CH2:25][CH2:24][CH2:23][NH:22][CH2:21][CH2:20]1>>[N:19]1([C:2]2[C:7]([O:8][CH2:9][CH2:10][O:11][C:12]3[CH:17]=[CH:16][C:15]([Cl:18])=[CH:14][CH:13]=3)=[N:6][CH:5]=[CH:4][N:3]=2)[CH2:25][CH2:24][CH2:23][NH:22][CH2:21][CH2:20]1. Reported procedure: The title compound was prepared according to the procedure described in Example 4, Step 2, starting from 2-chloro-3-[2-(4-chlorophenoxy)ethoxy]pyrazine* (150 mg, 0.53 mmol) and homopiperazine (287 mg, 2.87 mmol) with the exception that a final extraction step between EtOAc and 5% aqueous NaOH was carried out This gave 128 mg (69%) of the title product HRMS m/z calcd for C17H21ClN4O2 (M)+ 348 1353, found 348 1353. Anal. (C17H21ClN4O2) C, H, N The reactants are BrC1=CC=C(C=C1)CC1CC1 ((4-bromophenyl)cyclopropylmethane), COC(=O)C1=CC=C(C=C1)B(O)O ((4-methoxycarbonylphenyl)boronic acid), C(=O)([O-])[O-].[K+].[K+] (K2CO3), C1(=CC=CC=C1)C (toluene). Run in CCO (EtOH). Run at time 30 minute. The product is COC(=O)C1=CC=C(C=C1)C1=CC=C(C=C1)C(=O)C1CC1 (4′-Cyclopropanecarbonyl-biphenyl-4-carboxylic acid methyl ester). Reaction SMILES: Br[C:2]1[CH:7]=[CH:6][C:5]([CH2:8][CH:9]2[CH2:11][CH2:10]2)=[CH:4][CH:3]=1.[CH3:12][O:13][C:14]([C:16]1[CH:21]=[CH:20][C:19](B(O)O)=[CH:18][CH:17]=1)=[O:15].C([O-])([O-])=[O:26].[K+].[K+].C1(C)C=CC=CC=1>CCO>[CH3:12][O:13][C:14]([C:16]1[CH:17]=[CH:18][C:19]([C:2]2[CH:7]=[CH:6][C:5]([C:8]([CH:9]3[CH2:11][CH2:10]3)=[O:26])=[CH:4][CH:3]=2)=[CH:20][CH:21]=1)=[O:15] |f:2.3.4|. Procedure: Procedure I′: 1.8 g of (4-bromophenyl)cyclopropylmethane (8.0 mmol), 1.80 g of (4-methoxycarbonylphenyl)boronic acid (10.0 mmol) are put into flask with 8.0 ml of aqueous 2M K2CO3 and 90 ml of toluene:EtOH=20:1. The mixture is deoxygenated and stirred at room temperature under N2 for 30 min. 280 mg of tetrakis(triphenylphosphine)-palladium is added. The reaction mixture is stirred under reflux for overnight. Organic layer is separated from water layer and water layer is extracted with CH2Cl2. Al... Starting materials: Cl (hydrochloric acid), C(=O)NC=1SC=C(N1)C(C(=O)OCC)=NOCSC (ethyl 2-(2-formamidothiazol-4-yl)-2-methylthiomethoxyiminoacetate), [OH-].[Na+] (sodium hydroxide), resultant solution. Solvent: CO (methanol), CO (methanol). Run at temperature 30 celsius, time 2.5 hour. The product is C(=O)NC=1SC=C(N1)C(C(=O)O)=NOCSC (2-(2-formamidothiazol-4-yl)-2-methylthiomethoxyiminoacetic acid). Yield: 51.9%. RXN SMILES: [CH:1]([NH:3][C:4]1[S:5][CH:6]=[C:7]([C:9](=[N:15][O:16][CH2:17][S:18][CH3:19])[C:10]([O:12]CC)=[O:11])[N:8]=1)=[O:2].[OH-].[Na+].Cl>CO>[CH:1]([NH:3][C:4]1[S:5][CH:6]=[C:7]([C:9](=[N:15][O:16][CH2:17][S:18][CH3:19])[C:10]([OH:12])=[O:11])[N:8]=1)=[O:2] |f:1.2|. Procedure: A mixture of ethyl 2-(2-formamidothiazol-4-yl)-2-methylthiomethoxyiminoacetate (syn isomer, 2.4 g.), 1 N aqueous sodium hydroxide (23.8 ml.) and methanol (19.8 ml.) was stirred at 30° C. for 2.5 hours. The resultant solution was adjusted to pH 7 with 10% hydrochloric acid and methanol was distilled off in vacuo. The aqueous solution was adjusted to pH 1 with 10% hydrochloric acid under ice cooling, and extracted with ethyl acetate three times. The extracts were washed with a saturated aqueous so... The reactants are NC(c1ccccc1)c1ccccc1, CC12CCC(=O)C=C1CCC1C2CCC2(C)C(C(=O)Sc3ccccn3)CCC12. Yields the product CC12CCC(=O)C=C1CCC1C2CCC2(C)C(C(=O)NC(c3ccccc3)c3ccccc3)CCC12. Reaction SMILES: [CH:30]([c:31]1[cH:32][cH:33][cH:34][cH:35][cH:36]1)([c:37]1[cH:38][cH:39][cH:40][cH:41][cH:42]1)[NH2:43].[O:1]=[C:2]1[CH:3]=[C:4]2[CH2:5][CH2:6][CH:7]3[CH:8]4[CH2:9][CH2:10][CH:11]([C:21]([S:22][c:23]5[cH:24][cH:25][cH:26][cH:27][n:28]5)=[O:29])[C:12]4([CH3:13])[CH2:14][CH2:15][CH:16]3[C:17]2([CH3:20])[CH2:18][CH2:19]1>>[O:1]=[C:2]1[CH:3]=[C:4]2[CH2:5][CH2:6][CH:7]3[CH:8]4[CH2:9][CH2:10][CH:11]([C:21](=[O:29])[NH:43][CH:30]([c:31]5[cH:32][cH:33][cH:34][cH:35][cH:36]5)[c:37]5[cH:38][cH:39][cH:40][cH:41][cH:42]5)[C:12]4([CH3:13])[CH2:14][CH2:15][CH:16]3[C:17]2([CH3:20])[CH2:18][CH2:19]1. Starting materials: BrC=1C=C2CCN(CC2=CC1)C(C(F)(F)F)=O (1-(6-bromo-3,4-dihydro-1H-isoquinolin-2-yl)-2,2,2-trifluoro-ethanone), CN1CCCC1=O (NMP), O (water), O.[NH4+] (ammonium water), cuprous cyanide. Product: C1NCCC2=CC(=CC=C12)C#N (1,2,3,4-tetrahydro-isoquinolin-6-carbonitrile). Reaction SMILES: Br[C:2]1[CH:3]=[C:4]2[C:9](=[CH:10][CH:11]=1)[CH2:8][N:7](C(=O)C(F)(F)F)[CH2:6][CH2:5]2.O.O.[NH4+].[CH3:21][N:22]1C(=O)CCC1>>[CH2:8]1[C:9]2[C:4](=[CH:3][C:2]([C:21]#[N:22])=[CH:11][CH:10]=2)[CH2:5][CH2:6][NH:7]1 |f:2.3|. Procedure details: The compound (2.23 g) obtained in Example 17-2 was dissolved in NMP (27 ml) and added with cuprous cyanide (1.56 g) and the whole was refluxed under heating for 4 hours. After completion of the reaction, the whole was cooled with ice and added with water and ammonium water. The resultant was subjected to extraction with chloroform and dried with magnesium sulfate. The solvent was distilled off under reduced pressure. The resultant was dissolved in diethyl ether and added with a 4 mol/l hydrogen ...